Dataset: the Open Reaction Database (ORD), a public repository of structured organic reaction records. Task: describe an organic reaction: reactants, conditions, products, and yield Reactants: [Cl-].O[NH3+] (hydroxylammonium chloride), C(O)([O-])=O.[Na+] (sodium hydrogen carbonate), CS(=O)C (dimethyl sulfoxide), C(CCC)C1=NN(C(N1CC1=CC=C(C=C1)C=1C(=CC=CC1)C#N)=O)C1=CC=CC=C1 (4′-[(3-butyl-5-oxo-1-phenyl-1,5-dihydro-4H-1,2,4-triazol-4-yl)methyl]biphenyl-2-carbonitrile). The solvent is C(C)(=O)OCC (ethyl acetate). Run at temperature 40 celsius, time 30 minute. Product: C(CCC)C1=NN(C(N1CC1=CC=C(C=C1)C1=C(C=CC=C1)C1=NOC(N1)=O)=O)C1=CC=CC=C1 (3-{4′-[(3-butyl-5-oxo-1-phenyl-1,5-dihydro-4H-1,2,4-triazol-4-yl)methyl]biphenyl-2-yl}-1,2,4-oxadiazol-5(4H)-one). Isolated yield 58.9%. As a reaction SMILES: [Cl-].O[NH3+:3].[C:4](=[O:7])([O-])[OH:5].[Na+].CS(C)=O.[CH2:13]([C:17]1[N:21]([CH2:22][C:23]2[CH:28]=[CH:27][C:26]([C:29]3[C:30]([C:35]#[N:36])=[CH:31][CH:32]=[CH:33][CH:34]=3)=[CH:25][CH:24]=2)[C:20](=[O:37])[N:19]([C:38]2[CH:43]=[CH:42][CH:41]=[CH:40][CH:39]=2)[N:18]=1)[CH2:14][CH2:15][CH3:16]>C(OCC)(=O)C>[CH2:13]([C:17]1[N:21]([CH2:22][C:23]2[CH:28]=[CH:27][C:26]([C:29]3[CH:34]=[CH:33][CH:32]=[CH:31][C:30]=3[C:35]3[NH:3][C:4](=[O:7])[O:5][N:36]=3)=[CH:25][CH:24]=2)[C:20](=[O:37])[N:19]([C:38]2[CH:43]=[CH:42][CH:41]=[CH:40][CH:39]=2)[N:18]=1)[CH2:14][CH2:15][CH3:16] |f:0.1,2.3|. Procedure details: A mixture of hydroxylammonium chloride (3.20 g), sodium hydrogen carbonate (4.55 g) and dimethyl sulfoxide (20 mL) was stirred at 40° C. for 30 min, 4′-[(3-butyl-5-oxo-1-phenyl-1,5-dihydro-4H-1,2,4-triazol-4-yl)methyl]biphenyl-2-carbonitrile (1.26 g) was added, and the mixture was stirred at 90° C. for 16 hr. The reaction mixture was diluted with ethyl acetate, washed with water and then with saturated brine, and dried over anhydrous magnesium sulfate. The solvent was evaporated under reduced pr...